From a dataset of the Open Reaction Database (ORD), a public repository of structured organic reaction records. describe an organic reaction: reactants, conditions, products, and yield Starting materials: COCCOCCOCCO (triethyleneglycol monomethyl ether), C(C1=CC=CC=C1)OC(=O)[C@@H]1CC(N1)=O ((S)-4-(Benzyloxycarbonyl)-2-azetidinone). Reagents/catalysts: [O-]CCCC.[O-]CCCC.[O-]CCCC.[O-]CCCC.[Ti+4] (titanium(IV) tetrabutoxide). Solvent: tri(ethylene glycol) monomethyl ether. Reaction conditions: temperature 90 celsius. Product: COCCOCCOCCOC(=O)[C@@H]1CC(N1)=O ((S)-4-(2-(2-(2-Methoxyethoxy)ethoxy)ethoxy)carbonyl-2-azetidinone), oil. The yield is 46.0%. RXN SMILES: [CH3:1][O:2][CH2:3][CH2:4][O:5][CH2:6][CH2:7][O:8]CCO.[CH2:12]([O:19][C:20]([C@H:22]1[NH:25][C:24](=[O:26])[CH2:23]1)=[O:21])[C:13]1C=CC=CC=1>[O-]CCCC.[O-]CCCC.[O-]CCCC.[O-]CCCC.[Ti+4]>[CH3:1][O:2][CH2:3][CH2:4][O:5][CH2:6][CH2:7][O:8][CH2:13][CH2:12][O:19][C:20]([C@H:22]1[NH:25][C:24](=[O:26])[CH2:23]1)=[O:21] |f:2.3.4.5.6|. Procedure: 3 was prepared by transesterification of 1 with triethyleneglycol monomethyl ether following the procedure reported by Muñoz-Guerra et al.21 A vigorously stirred solution of 1 (2.05 g, 10 mmol) and titanium(IV) tetrabutoxide (0.1 g, 0.3 mmol) in dry tri(ethylene glycol) monomethyl ether (20 mL) was heated at 90° C. for 12 h. The course of transesterification was followed by TLC. The reaction was assumed to be complete when no trace of UV absorption indicative of 1 was detectable. The unreacted t... Reactants: O=C1CCN(Cc2ccccc2)CC1, C[Si](C)(C)C#N, CC(=O)O, Nc1ccc(Cl)cc1, [NH4+], [OH-], O. Product: N#CC1(Nc2ccc(Cl)cc2)CCN(Cc2ccccc2)CC1. As a reaction SMILES: [CH2:1]([c:2]1[cH:3][cH:4][cH:5][cH:6][cH:7]1)[N:8]1[CH2:9][CH2:10][C:11](=[O:14])[CH2:12][CH2:13]1.[CH3:23][Si:24]([CH3:25])([CH3:26])[C:27]#[N:28].[CH3:31][C:32](=[O:33])[OH:34].[Cl:15][c:16]1[cH:17][cH:18][c:19]([NH2:22])[cH:20][cH:21]1.[NH4+:29].[OH-:30].[OH2:35]>>[CH2:1]([c:2]1[cH:3][cH:4][cH:5][cH:6][cH:7]1)[N:8]1[CH2:9][CH2:10][C:11]([NH:22][c:19]2[cH:18][cH:17][c:16]([Cl:15])[cH:21][cH:20]2)([C:27]#[N:28])[CH2:12][CH2:13]1. Reactants: CNC (dimethylamine), BrCCCCC[C@@H]1[C@@H]2C=3C=CC(=CC3CC[C@]2([C@@H]2CC[C@@H]([C@@]2(C)C1)O)C=C)O (11β-(5-Bromopentyl)-8-vinyl-estra-1,3,5(10)-triene-3,17β-diol). Product: CN(CCCCC[C@@H]1[C@@H]2C=3C=CC(=CC3CC[C@]2([C@@H]2CC[C@@H]([C@@]2(C)C1)O)C=C)O)C (11β-[5-(Dimethylamino)pentyl]-8-vinylestra-1,3,5(10)-triene-3,17β-diol). Reaction SMILES: [CH3:1][NH:2][CH3:3].Br[CH2:5][CH2:6][CH2:7][CH2:8][CH2:9][C@H:10]1[CH2:27][C@@:25]2([CH3:26])[C@@H:21]([CH2:22][CH2:23][C@@H:24]2[OH:28])[C@@:20]2([CH:29]=[CH2:30])[C@H:11]1[C:12]1[CH:13]=[CH:14][C:15]([OH:31])=[CH:16][C:17]=1[CH2:18][CH2:19]2>>[CH3:1][N:2]([CH3:3])[CH2:5][CH2:6][CH2:7][CH2:8][CH2:9][C@H:10]1[CH2:27][C@@:25]2([CH3:26])[C@@H:21]([CH2:22][CH2:23][C@@H:24]2[OH:28])[C@@:20]2([CH:29]=[CH2:30])[C@H:11]1[C:12]1[CH:13]=[CH:14][C:15]([OH:31])=[CH:16][C:17]=1[CH2:18][CH2:19]2. Procedure details: In the reaction with dimethylamine (2 M in tetrahydrofuran, 10 equivalents) analogously to instructions 17.2, 30 mg of bromide 30a yields 12 mg of amine 32a as a colorless foam (GC-MS: m/z theor.: 411, pract.: 411). Reactants: ClC1=CC=C(C=C1)[C@@H](C(=O)NC1=C2C=CN(C(C2=CC=C1)=O)[C@@H](C(=O)OC)C(C)C)C ((R)-methyl 2-(5-((S)-2-(4-chlorophenyl)propanamido)-1-oxoisoquinolin-2(1H)-yl)-3-methylbutanoate), [OH-].[Li+] (lithium hydroxide), C(C)(C)(C)O (tert-butyl alcohol), O (water), Cl (HCl). Product: ClC1=CC=C(C=C1)[C@@H](C(=O)NC1=C2C=CN(C(C2=CC=C1)=O)[C@@H](C(=O)O)C(C)C)C ((R)-2-(5-((S)-2-(4-Chlorophenyl)propanamido)-1-oxoisoquinolin-2(1H)-yl)-3-methylbutanoic acid). As a reaction SMILES: [Cl:1][C:2]1[CH:7]=[CH:6][C:5]([C@H:8]([CH3:31])[C:9]([NH:11][C:12]2[CH:21]=[CH:20][CH:19]=[C:18]3[C:13]=2[CH:14]=[CH:15][N:16]([C@H:23]([CH:28]([CH3:30])[CH3:29])[C:24]([O:26]C)=[O:25])[C:17]3=[O:22])=[O:10])=[CH:4][CH:3]=1.[OH-].[Li+].C(O)(C)(C)C.O.Cl>>[Cl:1][C:2]1[CH:7]=[CH:6][C:5]([C@H:8]([CH3:31])[C:9]([NH:11][C:12]2[CH:21]=[CH:20][CH:19]=[C:18]3[C:13]=2[CH:14]=[CH:15][N:16]([C@H:23]([CH:28]([CH3:30])[CH3:29])[C:24]([OH:26])=[O:25])[C:17]3=[O:22])=[O:10])=[CH:4][CH:3]=1 |f:1.2|. Procedure: (R)-methyl 2-(5-((S)-2-(4-chlorophenyl)propanamido)-1-oxoisoquinolin-2(1H)-yl)-3-methylbutanoate (0.43 g, 0.00088 mol) was stirred with lithium hydroxide (0.05 g, 0.002 mol) in tert-butyl alcohol (6 mL, 0.06 mol) and water (3 mL, 0.2 mol) at 0° C. for 1 hour. 1 N HCl was added until pH<7 and then reaction mixture was extracted with CH2Cl2 (40 mL×3). The organic layers were dried over MgSO4, filtered, purified via flash chromatography (12 g of silica gel, 0-50% EtOAc/Hexane) and gave a light yell... Starting materials: CC(=O)O, CCO, CCOC(=O)c1cn(C2CC2)c2nc3c(F)c(N4CCN(Cc5ccco5)CC4)c(F)cc3cc2c1=O, [K+], [OH-]. Yields the product O=C(O)c1cn(C2CC2)c2nc3c(F)c(N4CCN(Cc5ccco5)CC4)c(F)cc3cc2c1=O. As a reaction SMILES: [CH3:38][C:39](=[O:40])[OH:41].[CH3:42][CH2:43][OH:44].[CH:1]1([n:4]2[cH:5][c:6]([C:33](=[O:34])[O:35][CH2:36][CH3:37])[c:7](=[O:32])[c:8]3[cH:9][c:10]4[c:11]([n:12][c:13]23)[c:14]([F:31])[c:15]([N:19]2[CH2:20][CH2:21][N:22]([CH2:25][c:26]3[cH:27][cH:28][cH:29][o:30]3)[CH2:23][CH2:24]2)[c:16]([F:18])[cH:17]4)[CH2:2][CH2:3]1.[K+:46].[OH-:45]>>[CH:1]1([n:4]2[cH:5][c:6]([C:33](=[O:34])[OH:35])[c:7](=[O:32])[c:8]3[cH:9][c:10]4[c:11]([n:12][c:13]23)[c:14]([F:31])[c:15]([N:19]2[CH2:20][CH2:21][N:22]([CH2:25][c:26]3[cH:27][cH:28][cH:29][o:30]3)[CH2:23][CH2:24]2)[c:16]([F:18])[cH:17]4)[CH2:2][CH2:3]1. Starting materials: O=C1N(C2=CC=C(C=C2C=C1)C#C[Si](C)(C)C)CC(=O)OC (Methyl 2-(2-oxo-6-((trimethylsilyl)ethynyl)quinolin-1(2H)-yl)acetate), O[Li].O (LiOH.H2O). The product is C(#C)C=1C=C2C=CC(N(C2=CC1)CC(=O)O)=O (2-(6-Ethynyl-2-oxoquinolin-1(2H)-yl)acetic acid). Reaction SMILES: [O:1]=[C:2]1[CH:11]=[CH:10][C:9]2[C:4](=[CH:5][CH:6]=[C:7]([C:12]#[C:13][Si](C)(C)C)[CH:8]=2)[N:3]1[CH2:18][C:19]([O:21]C)=[O:20].O[Li].O>>[C:12]([C:7]1[CH:8]=[C:9]2[C:4](=[CH:5][CH:6]=1)[N:3]([CH2:18][C:19]([OH:21])=[O:20])[C:2](=[O:1])[CH:11]=[CH:10]2)#[CH:13] |f:1.2|. Procedure: Methyl 2-(2-oxo-6-((trimethylsilyl)ethynyl)quinolin-1(2H)-yl)acetate (0.128 mmol) was subjected to the protocol in Example 1.53.4, except with LiOH.H2O instead of NaOH. Retention time (min)=1.435, method [1], MS(ESI) 228.1 (M+H). The reactants are Cl.ON1C(=NC2=C1C=CC(=C2)C(=O)C2=CC=CC=C2)C ((1-hydroxy-2-methyl-1H-benzimidazol-5-yl) phenyl methanone monohydrochloride), [Na] (sodium), CO (methanol). Reaction conditions: time 15 minute. The product is CON1C(=NC2=C1C=CC(=C2)C(=O)C2=CC=CC=C2)C ((1-methoxy-2-methyl-1H-benzimidazol-5-yl) phenylmethanone). The yield is 60.0%. RXN SMILES: Cl.[OH:2][N:3]1[C:7]2[CH:8]=[CH:9][C:10]([C:12]([C:14]3[CH:19]=[CH:18][CH:17]=[CH:16][CH:15]=3)=[O:13])=[CH:11][C:6]=2[N:5]=[C:4]1[CH3:20].[Na].[CH3:22]O>>[CH3:22][O:2][N:3]1[C:7]2[CH:8]=[CH:9][C:10]([C:12]([C:14]3[CH:15]=[CH:16][CH:17]=[CH:18][CH:19]=3)=[O:13])=[CH:11][C:6]=2[N:5]=[C:4]1[CH3:20] |f:0.1,^1:20|. Reported procedure: (a-3) 11.55 Parts of (1-hydroxy-2-methyl-1H-benzimidazol-5-yl) phenyl methanone monohydrochloride were added to a stirred solution of 1.84 parts of sodium in 80 parts of methanol. After stirring for 15 minutes at room temperature, the solvent was evaporated and the residue was taken up in methylbenzene. After evaporation, the residue was dissolved in 54 parts of N,N-dimethylformamide and 6.24 parts of iodomethane were added. The reaction mixture was stirred for 2 hours at room temperature. The N...